From a dataset of the Open Reaction Database (ORD), a public repository of structured organic reaction records. describe an organic reaction: reactants, conditions, products, and yield Starting materials: CCOC(=O)C(C)Br, O=C([O-])[O-], CS(C)=O, [K+], [K+], O=[N+]([O-])c1ccc(Cl)nc1O. The product is CCOC(=O)C(C)Oc1nc(Cl)ccc1[N+](=O)[O-]. As a reaction SMILES: [Br:12][CH:13]([C:14](=[O:15])[O:16][CH2:17][CH3:18])[CH3:19].[C:20](=[O:21])([O-:22])[O-:23].[CH3:26][S:27]([CH3:28])=[O:29].[K+:24].[K+:25].[N+:1](=[O:2])([O-:3])[c:4]1[c:5]([OH:11])[n:6][c:7]([Cl:10])[cH:8][cH:9]1>>[N+:1](=[O:2])([O-:3])[c:4]1[c:5]([O:11][CH:13]([C:14](=[O:15])[O:16][CH2:17][CH3:18])[CH3:19])[n:6][c:7]([Cl:10])[cH:8][cH:9]1. Starting materials: C(C)N1C2=CC=CC=C2C=2C=C(C=CC12)N (9-Ethyl-9H-carbazol-3-ylamine), N1=CC=CC=C1 (pyridine), CS(=O)(=O)Cl (methanesulfonyl chloride). Solvent: C(Cl)Cl (CH2Cl2), C(Cl)Cl (CH2Cl2). Run at time 8 hour. Product: C(C)N1C2=CC=CC=C2C=2C=C(C=CC12)NS(=O)(=O)C (N-(9-Ethyl-9H-carbazol-3-yl)-methanesulfonamide). Isolated yield 70.4%. Reaction SMILES: [CH2:1]([N:3]1[C:15]2[CH:14]=[CH:13][C:12]([NH2:16])=[CH:11][C:10]=2[C:9]2[C:4]1=[CH:5][CH:6]=[CH:7][CH:8]=2)[CH3:2].N1C=CC=CC=1.[CH3:23][S:24](Cl)(=[O:26])=[O:25]>C(Cl)Cl>[CH2:1]([N:3]1[C:15]2[CH:14]=[CH:13][C:12]([NH:16][S:24]([CH3:23])(=[O:26])=[O:25])=[CH:11][C:10]=2[C:9]2[C:4]1=[CH:5][CH:6]=[CH:7][CH:8]=2)[CH3:2]. Reported procedure: To a solution of 9-Ethyl-9H-carbazol-3-ylamine (210 mg, 1 mmol) and pyridine (105 μl, 1.3 mmol) in CH2Cl2 (8 ml) at room temperature was added methanesulfonyl chloride (85 μl, 1.1 mmol). After stirring overnight the reaction mixture was diluted with CH2Cl2 and washed with saturated aq. NaHCO3 and brine, then the organic layer dried (Na2SO4) and concentrated to afford the crude product. Chromatographic purification (silica, CH2Cl2) afforded the desired product as a pale yellow solid (203 mg, 70% ... The reactants are CN(C)c1ccncc1, COc1cc2nccc(Cl)c2cc1OC, Clc1ccccc1Cl, O, O=Cc1c(O)ccc2ccccc12. Yields the product COc1cc2nccc(Oc3ccc4ccccc4c3C=O)c2cc1OC. Reaction SMILES: [CH3:30][N:31]([CH3:32])[c:33]1[cH:34][cH:35][n:36][cH:37][cH:38]1.[Cl:1][c:2]1[cH:3][cH:4][n:5][c:6]2[cH:7][c:8]([O:14][CH3:15])[c:9]([O:12][CH3:13])[cH:10][c:11]12.[Cl:39][c:40]1[cH:41][cH:42][cH:43][cH:44][c:45]1[Cl:46].[OH2:29].[OH:16][c:17]1[c:18]([CH:27]=[O:28])[c:19]2[cH:20][cH:21][cH:22][cH:23][c:24]2[cH:25][cH:26]1>>[c:2]1([O:16][c:17]2[c:18]([CH:27]=[O:28])[c:19]3[cH:20][cH:21][cH:22][cH:23][c:24]3[cH:25][cH:26]2)[cH:3][cH:4][n:5][c:6]2[cH:7][c:8]([O:14][CH3:15])[c:9]([O:12][CH3:13])[cH:10][c:11]12. Reaction SMILES: [Br:34][CH2:35][CH2:36][OH:37].[C:38](=[O:39])([O-:40])[O-:41].[CH2:25]([N:26]([CH:27]([CH3:28])[CH3:29])[CH:30]([CH3:31])[CH3:32])[CH3:33].[CH3:44][N:45]([CH3:46])[CH:47]=[O:48].[F:1][c:2]1[cH:3][cH:4][c:5]([N:8]2[CH2:9][CH2:10][N:11]([c:14]3[c:15]([N+:22](=[O:23])[O-:24])[c:16](=[O:21])[nH:17][c:18]([CH3:20])[n:19]3)[CH2:12][CH2:13]2)[cH:6][cH:7]1.[K+:42].[K+:43]>>[F:1][c:2]1[cH:3][cH:4][c:5]([N:8]2[CH2:9][CH2:10][N:11]([c:14]3[c:15]([N+:22](=[O:23])[O-:24])[c:16]([O:21][CH2:35][CH2:36][OH:37])[n:17][c:18]([CH3:20])[n:19]3)[CH2:12][CH2:13]2)[cH:6][cH:7]1. Product: Cc1nc(OCCO)c([N+](=O)[O-])c(N2CCN(c3ccc(F)cc3)CC2)n1. The reactants are OCCBr, O=C([O-])[O-], CCN(C(C)C)C(C)C, CN(C)C=O, Cc1nc(N2CCN(c3ccc(F)cc3)CC2)c([N+](=O)[O-])c(=O)[nH]1, [K+], [K+]. The reactants are C(CCCCCCCC=CC)(=O)O (9-undecenoic acid), C(CCCCCCCCC=C)(=O)O (10-undecenoic acid). The product is C(CCCCC=CCCCC)(=O)O (6-undecenoic acid). Reaction SMILES: [C:1]([OH:13])(=[O:12])[CH2:2][CH2:3][CH2:4][CH2:5][CH2:6][CH2:7][CH2:8][CH:9]=[CH:10][CH3:11].C(O)(=O)CCCCCCCCC=C>>[C:1]([OH:13])(=[O:12])[CH2:2][CH2:3][CH2:4][CH2:5][CH:6]=[CH:7][CH2:8][CH2:9][CH2:10][CH3:11]. Reported procedure: 9-undecenoic acid; 10-undecenoic acid; Starting materials: N12CCCCCC2=NCCC1 (1,8-diazabicyclo[5,4,0]undec-7-ene), FC(C1=CC(=NC=C1)C=1NOC(N1)=O)(F)F (3-(4-trifluoromethylpyridin-2-yl)-1,2,4-oxadiazol-5-one), C(C)(C)N(C(=O)Cl)C(C)C (N,N-diisopropylcarbamoyl chloride). Run in N1=CC=CC=C1 (pyridine). Run at time 8 hour. Yields the product FC(C1=CC(=NC=C1)C1=NOC(N1C(=O)N(C(C)C)C(C)C)=O)(F)F (3-(4-trifluoromethylpyridin-2-yl)-N,N-diisopropyl-1,2,4-oxadiazol-5-one-4-carboxamide). The yield is 19.4%. RXN SMILES: N12CCCN=C1CCCCC2.[F:12][C:13]([F:27])([F:26])[C:14]1[CH:19]=[CH:18][N:17]=[C:16]([C:20]2[NH:21][O:22][C:23](=[O:25])[N:24]=2)[CH:15]=1.[CH:28]([N:31]([CH:35]([CH3:37])[CH3:36])[C:32](Cl)=[O:33])([CH3:30])[CH3:29]>N1C=CC=CC=1>[F:27][C:13]([F:12])([F:26])[C:14]1[CH:19]=[CH:18][N:17]=[C:16]([C:20]2[N:24]([C:32]([N:31]([CH:35]([CH3:37])[CH3:36])[CH:28]([CH3:30])[CH3:29])=[O:33])[C:23](=[O:25])[O:22][N:21]=2)[CH:15]=1. Procedure: To 1 ml of pyridine were added 0.28 g of 1,8-diazabicyclo[5,4,0]undec-7-ene, and 0.3 g of 3-(4-trifluoromethylpyridin-2-yl)-1,2,4-oxadiazol-5-one, and 0.3 g of N,N-diisopropylcarbamoyl chloride was added at room temperature. After stirring for 8 hours, the resultant solution was concentrated, and the residue was subjected to silica gel column chromatography to obtain 0.09 g of 3-(4-trifluoromethylpyridin-2-yl)-N,N-diisopropyl-1,2,4-oxadiazol-5-one-4-carboxamide (present compound (18)). Reactants: C(C)(=O)OCC (ethyl acetate), C(C1=CC=CC=C1)ON=C(C)C=1C=C(CN=C=O)C=CC1 (3-(1-(benzyloxyimino)ethyl)benzylisocyanate), CN(N)C (N,N-dimethylhydrazine). The solvent is C1(=CC=CC=C1)C (toluene), C1(=CC=CC=C1)C (toluene). Conditions: time 1 hour. Product: CN(NC(=O)NCC1=CC(=CC=C1)C(C)=NOCC1=CC=CC=C1)C (1,1-dimethyl-4-{3-(1-(benzyloxyimino)ethyl)benzyl}-semicarbazide). Yield: 18.5%. RXN SMILES: [CH2:1]([O:8][N:9]=[C:10]([C:12]1[CH:13]=[C:14]([CH:19]=[CH:20][CH:21]=1)[CH2:15][N:16]=[C:17]=[O:18])[CH3:11])[C:2]1[CH:7]=[CH:6][CH:5]=[CH:4][CH:3]=1.[CH3:22][N:23]([CH3:25])[NH2:24].C(OCC)(=O)C>C1(C)C=CC=CC=1>[CH3:22][N:23]([CH3:25])[NH:24][C:17]([NH:16][CH2:15][C:14]1[CH:19]=[CH:20][CH:21]=[C:12]([C:10](=[N:9][O:8][CH2:1][C:2]2[CH:3]=[CH:4][CH:5]=[CH:6][CH:7]=2)[CH3:11])[CH:13]=1)=[O:18]. Reported procedure: To a solution of 2.75 g of crude 3-(1-(benzyloxyimino)ethyl)benzylisocyanate in 13 ml of dry toluene was added dropwise a solution of 0.53 g (8.74 mmol) of N,N-dimethylhydrazine in 5 ml of dry toluene with ice-cooling. The mixture was removed from an ice bath and stirred for 1 hour. The reaction solution was concentrated, and the residue was subjected to silica gel column chromatography (eluted with n-hexane:ethyl acetate=1:1 and then 1:2) to obtain 0.55 g (1.62 mmol) of 1,1-dimethyl-4-{3-(1-(be...